Dataset: the Open Reaction Database (ORD), a public repository of structured organic reaction records. Task: describe an organic reaction: reactants, conditions, products, and yield The reactants are CC(=O)O[BH-](OC(C)=O)OC(C)=O, C=O, c1cc(-c2cc(OC3CCNCC3)nnc2C2CCCCC2)ccc1OC1CCCCC1, ClCCl, Cl, Cl. Product: CN1CCC(Oc2cc(-c3ccc(OC4CCCCC4)cc3)c(C3CCCCC3)nn2)CC1. Reaction SMILES: [C:37]([O:38][BH-:39]([O:40][C:41](=[O:42])[CH3:43])[O:44][C:45](=[O:46])[CH3:47])(=[O:48])[CH3:49].[CH2:35]=[O:36].[CH:3]1([c:9]2[n:10][n:11][c:12]([O:28][CH:29]3[CH2:30][CH2:31][NH:32][CH2:33][CH2:34]3)[cH:13][c:14]2-[c:15]2[cH:16][cH:17][c:18]([O:21][CH:22]3[CH2:23][CH2:24][CH2:25][CH2:26][CH2:27]3)[cH:19][cH:20]2)[CH2:4][CH2:5][CH2:6][CH2:7][CH2:8]1.[Cl:50][CH2:51][Cl:52].[ClH:1].[ClH:2]>>[CH:3]1([c:9]2[n:10][n:11][c:12]([O:28][CH:29]3[CH2:30][CH2:31][N:32]([CH3:37])[CH2:33][CH2:34]3)[cH:13][c:14]2-[c:15]2[cH:16][cH:17][c:18]([O:21][CH:22]3[CH2:23][CH2:24][CH2:25][CH2:26][CH2:27]3)[cH:19][cH:20]2)[CH2:4][CH2:5][CH2:6][CH2:7][CH2:8]1. Reactants: CN(C)C=1C=C2CCNC2=CC1 (5-(N,N-dimethylamino)indoline), N1=CC(=CC=C1)N=C=O (3-pyridylisocyanate), C(C1=CN=CC=C1)(=O)N=[N+]=[N-] (nicotinoyl azide). Solvent: C1(=CC=CC=C1)C (toluene). Conditions: time 8 hour. Yields the product CN(C)C=1C=C2CCN(C2=CC1)C(NC=1C=NC=CC1)=O (5-(N,N-Dimethylamino)-1-(3-pyridylcarbamoyl)indoline). The yield is 99.0%. Reaction SMILES: [CH3:1][N:2]([C:4]1[CH:5]=[C:6]2[C:10](=[CH:11][CH:12]=1)[NH:9][CH2:8][CH2:7]2)[CH3:3].[N:13]1[CH:18]=[CH:17][CH:16]=[C:15]([N:19]=[C:20]=[O:21])[CH:14]=1.C(N=[N+]=[N-])(=O)C1C=CC=NC=1>C1(C)C=CC=CC=1>[CH3:3][N:2]([C:4]1[CH:5]=[C:6]2[C:10](=[CH:11][CH:12]=1)[N:9]([C:20](=[O:21])[NH:19][C:15]1[CH:14]=[N:13][CH:18]=[CH:17][CH:16]=1)[CH2:8][CH2:7]2)[CH3:1]. Procedure: 5-(N,N-dimethylamino)indoline (D13) (0.29 g, 1.79 mmol) was added to solution of 3-pyridylisocyanate derived from nicotinoyl azide (0.52 g, 1.2 eq) heated at reflux in dry toluene for 1.5 h. The solution was allowed to stand overnight evaporated under reduced pressure and purified by column chromatography (SiO2, CHCl3 /MeOH 2-5%) to afford a pale blue oil which on trituration with Et2O afforded a pale blue solid (550 mg, 99%). The reactants are [OH-].[Na+] (NaOH), C1=C2C(=CC=C1)NC=1C2=CC=2NC3=CC=CC=C3C2C1 (5,11-dihydridoindolo[3,2-b]carbazole), BrCCCCCCCC (1-bromooctane), CS(=O)C (DMSO). The reagents and catalysts are [Cl-].C(C1=CC=CC=C1)[N+](CC)(CC)CC (benzyltriethylammonium chloride). Run in CO (methanol). Conditions: time 2.5 hour. The product is C(CCCCCCC)N1C2=CC=CC=C2C2=CC=3N(C4=CC=CC=C4C3C=C21)CCCCCCCC (5,11-dioctylindolo[3,2-b]carbazole). The yield is 180.4%. Reaction SMILES: [OH-].[Na+].[CH:3]1[CH:8]=[CH:7][CH:6]=[C:5]2[NH:9][C:10]3[C:11](=[CH:12][C:13]4[NH:14][C:15]5[C:20]([C:21]=4[CH:22]=3)=[CH:19][CH:18]=[CH:17][CH:16]=5)[C:4]=12.Br[CH2:24][CH2:25][CH2:26][CH2:27][CH2:28][CH2:29][CH2:30][CH3:31].CS(C)=O>[Cl-].C([N+](CC)(CC)CC)C1C=CC=CC=1.CO>[CH2:24]([N:14]1[C:13]2[C:21](=[CH:22][C:10]3[N:9]([CH2:7][CH2:8][CH2:3][CH2:4][CH2:11][CH2:10][CH2:22][CH3:21])[C:5]4[C:4]([C:11]=3[CH:12]=2)=[CH:3][CH:8]=[CH:7][CH:6]=4)[C:20]2[C:15]1=[CH:16][CH:17]=[CH:18][CH:19]=2)[CH2:25][CH2:26][CH2:27][CH2:28][CH2:29][CH2:30][CH3:31] |f:0.1,5.6|. Procedure: A freshly prepared 50% aqueous NaOH solution (4 mL) was added to a well-stirred mixture of 5,11-dihydridoindolo[3,2-b]carbazole, (0.513 g, 2 mmol), benzyltriethylammonium chloride (0.09 g, 0.4 mmol), 1-bromooctane (1.55 g, 8 mmol), and DMSO (20 mL) in a 100-mL flask under an argon atmosphere. The mixture was stirred at room temperature for 2.5 h and then heated to 65° C. and maintained at this temperature for 4 h. Subsequently the reaction mixture was cooled down to room temperature and poured i... Reactants: CCOC(=O)CCCc1cccc(F)c1, [Na+], [OH-], O. Yields the product O=C(O)CCCc1cccc(F)c1. RXN SMILES: [CH2:1]([CH3:2])[O:3][C:4]([CH2:5][CH2:6][CH2:7][c:8]1[cH:9][c:10]([F:14])[cH:11][cH:12][cH:13]1)=[O:15].[Na+:17].[OH-:16].[OH2:18]>>[O:3]=[C:4]([CH2:5][CH2:6][CH2:7][c:8]1[cH:9][c:10]([F:14])[cH:11][cH:12][cH:13]1)[OH:15]. Starting materials: C1(CC1)C=1NC(C=C(N1)C(=O)O)=O (2-cyclopropyl-1,6-dihydro-6-oxo-4-pyrimidinecarboxylic acid), [OH-].[Na+] (NaOH), S(=O)([O-])[O-].[Na+].[Na+] (sodium sulfite), starch, [O-]Cl.[Na+] (NaOCl), Cl (Hydrochloric acid). The solvent is O (water). Reaction conditions: temperature 10 celsius. The product is ClC1=C(N=C(NC1=O)C1CC1)C(=O)O (5-chloro-2-cyclopropyl-1,6-dihydro-6-oxo-4-pyrimidinecarboxylic acid). Yield: 95.3%. Reaction SMILES: [CH:1]1([C:4]2[NH:5][C:6](=[O:13])[CH:7]=[C:8]([C:10]([OH:12])=[O:11])[N:9]=2)[CH2:3][CH2:2]1.[OH-].[Na+].[O-][Cl:17].[Na+].S([O-])([O-])=O.[Na+].[Na+].Cl>O>[Cl:17][C:7]1[C:6](=[O:13])[NH:5][C:4]([CH:1]2[CH2:2][CH2:3]2)=[N:9][C:8]=1[C:10]([OH:12])=[O:11] |f:1.2,3.4,5.6.7|. Reported procedure: A 500 mL multi-neck flask with overhead stirrer, thermocouple and addition funnel was charged with 2-cyclopropyl-1,6-dihydro-6-oxo-4-pyrimidinecarboxylic acid (36 g, 0.20 mol), water (70 mL) and 50 wt. % aqueous NaOH (14.4 g, 0.18 mol). The mixture was stirred at 10° C., and 10.3% aqueous NaOCl (160 g, 0.22 mol) was added over 1.5 h with cooling to maintain the reaction mixture at 10° C. The mixture was cooled to 5° C., and sodium sulfite was added until KI-starch paper gave negative test result...